This data is from the Open Reaction Database (ORD), a public repository of structured organic reaction records. The task is: describe an organic reaction: reactants, conditions, products, and yield The reactants are CC(=O)Cl, CCN(C(C)C)C(C)C, ClCCl, Cc1nn(C)cc1-n1c(=O)n(C)c2cnc3ccc(-c4cncc(CN)c4)cc3c21. The product is CC(=O)NCc1cncc(-c2ccc3ncc4c(c3c2)n(-c2cn(C)nc2C)c(=O)n4C)c1. As a reaction SMILES: [CH3:40][C:41]([Cl:42])=[O:43].[CH:31]([N:32]([CH2:33][CH3:34])[CH:35]([CH3:36])[CH3:37])([CH3:38])[CH3:39].[Cl:44][CH2:45][Cl:46].[NH2:1][CH2:2][c:3]1[cH:4][c:5](-[c:9]2[cH:10][c:11]3[c:12]4[c:13]([cH:14][n:15][c:16]3[cH:17][cH:18]2)[n:19]([CH3:30])[c:20](=[O:29])[n:21]4-[c:22]2[c:23]([CH3:28])[n:24][n:25]([CH3:27])[cH:26]2)[cH:6][n:7][cH:8]1>>[NH:1]([CH2:2][c:3]1[cH:4][c:5](-[c:9]2[cH:10][c:11]3[c:12]4[c:13]([cH:14][n:15][c:16]3[cH:17][cH:18]2)[n:19]([CH3:30])[c:20](=[O:29])[n:21]4-[c:22]2[c:23]([CH3:28])[n:24][n:25]([CH3:27])[cH:26]2)[cH:6][n:7][cH:8]1)[C:41]([CH3:40])=[O:43].